From a dataset of the Open Reaction Database (ORD), a public repository of structured organic reaction records. describe an organic reaction: reactants, conditions, products, and yield Reactants: COc1cc2c(Cl)ccnc2cc1OCc1ccccc1, Cc1cc(O)c(-c2cccnc2)nc1C, CN(C)c1ccncc1, Clc1ccccc1Cl, O. Product: COc1cc2c(Oc3cc(C)c(C)nc3-c3cccnc3)ccnc2cc1OCc1ccccc1. As a reaction SMILES: [CH2:16]([c:17]1[cH:18][cH:19][cH:20][cH:21][cH:22]1)[O:23][c:24]1[c:25]([O:35][CH3:36])[cH:26][c:27]2[c:28]([Cl:34])[cH:29][cH:30][n:31][c:32]2[cH:33]1.[CH3:1][c:2]1[cH:3][c:4]([OH:15])[c:5](-[c:9]2[cH:10][n:11][cH:12][cH:13][cH:14]2)[n:6][c:7]1[CH3:8].[CH3:38][N:39]([CH3:40])[c:41]1[cH:42][cH:43][n:44][cH:45][cH:46]1.[Cl:47][c:48]1[cH:49][cH:50][cH:51][cH:52][c:53]1[Cl:54].[OH2:37]>>[CH3:1][c:2]1[cH:3][c:4]([O:15][c:28]2[c:27]3[cH:26][c:25]([O:35][CH3:36])[c:24]([O:23][CH2:16][c:17]4[cH:18][cH:19][cH:20][cH:21][cH:22]4)[cH:33][c:32]3[n:31][cH:30][cH:29]2)[c:5](-[c:9]2[cH:10][n:11][cH:12][cH:13][cH:14]2)[n:6][c:7]1[CH3:8].